From a dataset of the Open Reaction Database (ORD), a public repository of structured organic reaction records. describe an organic reaction: reactants, conditions, products, and yield Starting materials: CCOCC, COC(=O)C(C)(C)CO, COC(=O)C1OC1(c1ccccc1)c1ccccc1. Product: COC(=O)C(O)C(OCC(C)(C)C(=O)OC)(c1ccccc1)c1ccccc1. Reaction SMILES: [CH3:29][CH2:30][O:31][CH2:32][CH3:33].[OH:20][CH2:21][C:22]([C:23](=[O:24])[O:25][CH3:26])([CH3:27])[CH3:28].[c:1]1([C:7]2([c:14]3[cH:15][cH:16][cH:17][cH:18][cH:19]3)[CH:8]([C:9](=[O:10])[O:11][CH3:12])[O:13]2)[cH:2][cH:3][cH:4][cH:5][cH:6]1>>[c:1]1([C:7]([CH:8]([C:9](=[O:10])[O:11][CH3:12])[OH:13])([c:14]2[cH:15][cH:16][cH:17][cH:18][cH:19]2)[O:20][CH2:21][C:22]([C:23](=[O:24])[O:25][CH3:26])([CH3:27])[CH3:28])[cH:2][cH:3][cH:4][cH:5][cH:6]1. Starting materials: NN1C(C2=CC=CC=C2C(=N1)N1CCOCC1)=O (2-amino-4-morpholinophthalazin-1(2H)-one), FC=1C=C(C=CC1)CC(=O)O (2-(3-fluorophenyl)acetic acid). Yields the product FC=1C=C(C=CC1)CC(=O)NN1C(C2=CC=CC=C2C(=N1)N1CCOCC1)=O (2-(3-fluorophenyl)-N-[4-(morpholin-4-yl)-1-oxophthalazin-2(1H)-yl]acetamide). Reaction SMILES: [NH2:1][N:2]1[N:11]=[C:10]([N:12]2[CH2:17][CH2:16][O:15][CH2:14][CH2:13]2)[C:9]2[C:4](=[CH:5][CH:6]=[CH:7][CH:8]=2)[C:3]1=[O:18].[F:19][C:20]1[CH:21]=[C:22]([CH2:26][C:27](O)=[O:28])[CH:23]=[CH:24][CH:25]=1>>[F:19][C:20]1[CH:21]=[C:22]([CH2:26][C:27]([NH:1][N:2]2[N:11]=[C:10]([N:12]3[CH2:17][CH2:16][O:15][CH2:14][CH2:13]3)[C:9]3[C:4](=[CH:5][CH:6]=[CH:7][CH:8]=3)[C:3]2=[O:18])=[O:28])[CH:23]=[CH:24][CH:25]=1. Reported procedure: The product of Example 1B and 2-(3-fluorophenyl)acetic acid were treated using a method similar to that described in Example 111 to give the title compound. 1H NMR (500 MHz, DMSO-d6/Deuterium Oxide) δ ppm 8.31 (dd, J=7.9, 1.3 Hz, 1H), 8.04 (d, J=8.0 Hz, 1H), 7.97-8.01 (m, 1H), 7.89-7.93 (m, 1H), 7.41 (td, J=8.0, 6.2 Hz, 1H), 7.21-7.26 (m, 2H), 7.10-7.14 (m, 1H), 3.81-3.83 (m, 4H), 3.71 (s, 2H), 3.08-3.11 (m, 4H); MS (ESI−) M/Z 381 (M−H)−. The reactants are C(C)(C)(C)OC(N(C1=CC=NC=C1)CCOC1=CC(=CC(=C1)C(N(C1CCC1)CCC#N)=O)Cl)=O ((2-{3-chloro-5-[(2-cyano-ethyl)-cyclobutyl-carbamoyl]-phenoxy}-ethyl)-pyridin-4-yl-carbamic acid tert-butyl ester), O (water), FC(C(=O)O)(F)F (trifluoroacetic acid). The solvent is ClCCl (dichloromethane). Conditions: time 24 hour. The product is FC(C(=O)O)(F)F.C(N)(=O)CCN(C(C1=CC(=CC(=C1)OCCNC1=CC=NC=C1)Cl)=O)C1CCC1 (N-(2-Carbamoyl-ethyl)-3-chloro-N-cyclobutyl-5-[2-(pyridin-4-ylamino)-ethoxy]-benzamide trifluoroacetate). Reaction SMILES: C(OC(=O)[N:7]([CH2:14][CH2:15][O:16][C:17]1[CH:22]=[C:21]([C:23](=[O:33])[N:24]([CH2:29][CH2:30][C:31]#[N:32])[CH:25]2[CH2:28][CH2:27][CH2:26]2)[CH:20]=[C:19]([Cl:34])[CH:18]=1)[C:8]1[CH:13]=[CH:12][N:11]=[CH:10][CH:9]=1)(C)(C)C.[OH2:36].[F:37][C:38]([F:43])([F:42])[C:39]([OH:41])=[O:40]>ClCCl>[F:37][C:38]([F:43])([F:42])[C:39]([OH:41])=[O:40].[C:31]([CH2:30][CH2:29][N:24]([CH:25]1[CH2:28][CH2:27][CH2:26]1)[C:23](=[O:33])[C:21]1[CH:22]=[C:17]([O:16][CH2:15][CH2:14][NH:7][C:8]2[CH:9]=[CH:10][N:11]=[CH:12][CH:13]=2)[CH:18]=[C:19]([Cl:34])[CH:20]=1)(=[O:36])[NH2:32] |f:4.5|. Procedure: A solution of (2-{3-chloro-5-[(2-cyano-ethyl)-cyclobutyl-carbamoyl]-phenoxy}-ethyl)-pyridin-4-yl-carbamic acid tert-butyl ester (0.042 g) and water (0.050 ml) in mixture of trifluoroacetic acid (1 ml) and dichloromethane (1 ml) was stored at room temperature for 24 h and then the solvent removed under reduced pressure. The residue was subjected to preparative hplc to give the title compound (0.027 g) as a colourless gum by concentration of the required fraction under reduced pressure and drying ... Reactants: Cc1cccc(-c2ccccc2C#N)c1, O, O=[N+]([O-])O, O=S(=O)(O)O. The product is Cc1cc(-c2ccccc2C#N)ccc1[N+](=O)[O-]. Reaction SMILES: [CH3:1][c:2]1[cH:3][c:4](-[c:8]2[c:9]([C:10]#[N:11])[cH:12][cH:13][cH:14][cH:15]2)[cH:5][cH:6][cH:7]1.[OH2:25].[OH:16][N+:17]([O-:18])=[O:19].[S:20](=[O:21])(=[O:22])([OH:23])[OH:24]>>[CH3:1][c:2]1[cH:3][c:4](-[c:8]2[c:9]([C:10]#[N:11])[cH:12][cH:13][cH:14][cH:15]2)[cH:5][cH:6][c:7]1[N+:17](=[O:16])[O-:18]. The reactants are S(N)(O)(=O)=O (Sulphamic acid), Cl(=O)[O-].[Na+] (sodium chlorite), C(=O)C1=CC=C(OC2=NC=C(C#N)C=C2)C=C1 (6-(4-formyl-phenoxy)-nicotinonitrile). Run in O (water), CC(=O)C.O (acetone water), O (water). Conditions: temperature 0 celsius. Yields the product C(#N)C=1C=CC(=NC1)OC1=CC=C(C(=O)O)C=C1 (4-(5-cyano-pyridin-2-yloxy)-benzoic acid). The yield is 86.9%. As a reaction SMILES: [CH:1]([C:3]1[CH:17]=[CH:16][C:6]([O:7][C:8]2[CH:15]=[CH:14][C:11]([C:12]#[N:13])=[CH:10][N:9]=2)=[CH:5][CH:4]=1)=[O:2].S(=O)(=O)([OH:20])N.Cl([O-])=O.[Na+]>CC(C)=O.O.O>[C:12]([C:11]1[CH:14]=[CH:15][C:8]([O:7][C:6]2[CH:16]=[CH:17][C:3]([C:1]([OH:20])=[O:2])=[CH:4][CH:5]=2)=[N:9][CH:10]=1)#[N:13] |f:2.3,4.5|. Procedure details: 6-(4-formyl-phenoxy)-nicotinonitrile (310 mg, 1.38 mmol) was dissolved in acetone-water mixture (3.5:3) (6.5 mL) and cooled to 0° C. Sulphamic acid (403 mg, 4.15 mmol) and sodium chlorite (499 mg, 5.52 mmol) dissolved in minimum amount of water were added and the resulting mixture was stirred at room temperature for half an hour. The reaction mixture was then diluted with water and extracted with ethyl acetate. The organic layer was washed with brine solution, dried over sodium sulphate and conc...